From a dataset of the Open Reaction Database (ORD), a public repository of structured organic reaction records. describe an organic reaction: reactants, conditions, products, and yield The reactants are CC(C)CCON=O, CC#N, [Cl-], Cl[Cu]Cl, N#Cc1c(N)nc(SCc2coc(-c3ccc(Cl)cc3)n2)c(C#N)c1-c1ccc(OCCO)c(F)c1, [NH4+]. The product is N#Cc1c(Cl)nc(SCc2coc(-c3ccc(Cl)cc3)n2)c(C#N)c1-c1ccc(OCCO)c(F)c1. As a reaction SMILES: [CH3:37][CH:38]([CH2:39][CH2:40][O:41][N:42]=[O:43])[CH3:44].[CH3:47][C:48]#[N:49].[Cl-:45].[Cl:50][Cu:51][Cl:52].[NH2:1][c:2]1[n:3][c:4]([S:23][CH2:24][c:25]2[n:26][c:27](-[c:30]3[cH:31][cH:32][c:33]([Cl:36])[cH:34][cH:35]3)[o:28][cH:29]2)[c:5]([C:21]#[N:22])[c:6](-[c:10]2[cH:11][c:12]([F:20])[c:13]([O:16][CH2:17][CH2:18][OH:19])[cH:14][cH:15]2)[c:7]1[C:8]#[N:9].[NH4+:46]>>[c:2]1([Cl:45])[n:3][c:4]([S:23][CH2:24][c:25]2[n:26][c:27](-[c:30]3[cH:31][cH:32][c:33]([Cl:36])[cH:34][cH:35]3)[o:28][cH:29]2)[c:5]([C:21]#[N:22])[c:6](-[c:10]2[cH:11][c:12]([F:20])[c:13]([O:16][CH2:17][CH2:18][OH:19])[cH:14][cH:15]2)[c:7]1[C:8]#[N:9]. The reactants are ClC1=NC=C(C(=O)NC2=CC=C(C=C2)OC(F)(F)Cl)C=C1C=1C=NC=NC1 (6-chloro-N-(4-(chlorodifluoromethoxy)phenyl)-5-(pyrimidin-5-yl)nicotinamide), OC[C@H]1[C@@H](CNC1)O (trans-4-(hydroxymethyl)pyrrolidin-3-ol), Cl (hydrochloride), CCN(C(C)C)C(C)C (DIPEA). Run in CC(C)O (iPrOH), O (water). The product is ClC(OC1=CC=C(C=C1)NC(C1=CN=C(C(=C1)C=1C=NC=NC1)N1C[C@H]([C@@H](C1)CO)O)=O)(F)F (N-(4-(Chlorodifluoromethoxy)phenyl)-6-(trans-3-hydroxy-4-(hydroxymethyl)pyrrolidin-1-yl)-5-(pyrimidin-5-yl)nicotinamide). As a reaction SMILES: Cl[C:2]1[C:21]([C:22]2[CH:23]=[N:24][CH:25]=[N:26][CH:27]=2)=[CH:20][C:5]([C:6]([NH:8][C:9]2[CH:14]=[CH:13][C:12]([O:15][C:16]([Cl:19])([F:18])[F:17])=[CH:11][CH:10]=2)=[O:7])=[CH:4][N:3]=1.[OH:28][CH2:29][C@@H:30]1[CH2:34][NH:33][CH2:32][C@H:31]1[OH:35].Cl.CCN(C(C)C)C(C)C>CC(O)C.O>[Cl:19][C:16]([F:18])([F:17])[O:15][C:12]1[CH:13]=[CH:14][C:9]([NH:8][C:6](=[O:7])[C:5]2[CH:20]=[C:21]([C:22]3[CH:23]=[N:24][CH:25]=[N:26][CH:27]=3)[C:2]([N:33]3[CH2:34][C@@H:30]([CH2:29][OH:28])[C@H:31]([OH:35])[CH2:32]3)=[N:3][CH:4]=2)=[CH:10][CH:11]=1. Procedure details: A suspension of 6-chloro-N-(4-(chlorodifluoromethoxy)phenyl)-5-(pyrimidin-5-yl)nicotinamide (Stage 247.1, 80 mg, 0.195 mmol), trans-4-(hydroxymethyl)pyrrolidin-3-ol (+/−), hydrochloride (80 mg, 0.521 mmol) in a mixture of DIPEA (136 μL, 0.778 mmol) and iPrOH (389 μL) was subjected to MW irradiation at 140° C. for 1.5 h. The RM was treated with water (10 mL) and extracted with EtOAc. The combined extracts were washed with sat. NaHCO3 and brine, dried over Na2SO4 and the solvent was evaporated off... Starting materials: COc1ccc2c(c1)Sc1c(cc(OC)c(O)c1Br)N2, O=C([O-])[O-], CI, CCOC(C)=O, [K+], [K+], CN(C)C=O, O. The product is COc1ccc2c(c1)Sc1c(cc(OC)c(OC)c1Br)N2. As a reaction SMILES: [Br:1][c:2]1[c:3]([OH:20])[c:4]([O:18][CH3:19])[cH:5][c:6]2[c:15]1[S:14][c:13]1[c:8]([cH:9][cH:10][c:11]([O:16][CH3:17])[cH:12]1)[NH:7]2.[C:23](=[O:24])([O-:25])[O-:26].[CH3:21][I:22].[CH3:35][CH2:36][O:37][C:38](=[O:39])[CH3:40].[K+:27].[K+:28].[O:29]=[CH:30][N:31]([CH3:32])[CH3:33].[OH2:34]>>[Br:1][c:2]1[c:3]([O:20][CH3:23])[c:4]([O:18][CH3:19])[cH:5][c:6]2[c:15]1[S:14][c:13]1[c:8]([cH:9][cH:10][c:11]([O:16][CH3:17])[cH:12]1)[NH:7]2. As a reaction SMILES: [C:2]([CH2:3][C:4](=[O:5])[O:6][CH2:7][CH3:8])(=[O:9])[O:10][CH2:11][CH3:12].[C:40]([Cl:41])([Cl:42])([Cl:43])[Cl:44].[CH3:30][c:31]1[cH:32][cH:33][cH:34][cH:35][cH:36]1.[CH3:37][CH2:38][OH:39].[Cl:13][c:14]1[c:15]([C:16](=[O:17])[Cl:18])[cH:19][c:20]([F:24])[c:21]([F:23])[cH:22]1.[Mg:1].[S:25](=[O:26])(=[O:27])([OH:28])[OH:29]>>[C:2]([CH:3]([C:4](=[O:5])[O:6][CH2:7][CH3:8])[C:16]([c:15]1[c:14]([Cl:13])[cH:22][c:21]([F:23])[c:20]([F:24])[cH:19]1)=[O:17])(=[O:9])[O:10][CH2:11][CH3:12]. The reactants are CCOC(=O)CC(=O)OCC, ClC(Cl)(Cl)Cl, Cc1ccccc1, CCO, O=C(Cl)c1cc(F)c(F)cc1Cl, [Mg], O=S(=O)(O)O. Product: CCOC(=O)C(C(=O)OCC)C(=O)c1cc(F)c(F)cc1Cl. Reactants: CC(c1ccc(B2OC(C)(C)C(C)(C)O2)cc1)N1CCC(CC(C)(C)O)(c2cccc(F)c2)OC1=O, Cn1ccc(I)cc1=O. Product: CC(c1ccc(-c2ccn(C)c(=O)c2)cc1)N1CCC(CC(C)(C)O)(c2cccc(F)c2)OC1=O. Reaction SMILES: [F:1][c:2]1[cH:3][c:4]([C:8]2([CH2:32][C:33]([CH3:34])([CH3:35])[OH:36])[CH2:9][CH2:10][N:11]([CH:15]([CH3:16])[c:17]3[cH:18][cH:19][c:20]([B:23]4[O:24][C:25]([CH3:26])([CH3:27])[C:28]([CH3:29])([CH3:30])[O:31]4)[cH:21][cH:22]3)[C:12](=[O:14])[O:13]2)[cH:5][cH:6][cH:7]1.[I:37][c:38]1[cH:39][c:40](=[O:45])[n:41]([CH3:44])[cH:42][cH:43]1>>[F:1][c:2]1[cH:3][c:4]([C:8]2([CH2:32][C:33]([CH3:34])([CH3:35])[OH:36])[CH2:9][CH2:10][N:11]([CH:15]([CH3:16])[c:17]3[cH:18][cH:19][c:20](-[c:38]4[cH:39][c:40](=[O:45])[n:41]([CH3:44])[cH:42][cH:43]4)[cH:21][cH:22]3)[C:12](=[O:14])[O:13]2)[cH:5][cH:6][cH:7]1. Reactants: O (water), C(C)(C)(C)O[C@H](C)[C@@H]1N(C(OC1)=O)C1=NC(=NC=C1)F ((R)-4-((R)-1-(tert-butoxy)ethyl)-3-(2-fluoropyrimidin-4-yl)oxazolidin-2-one), C1(=CC=CC=C1)[C@H](C)N ((S)-1-phenylethanamine), CCN(C(C)C)C(C)C (DIPEA). Solvent: CCCCCCC (heptane), C(C)(=O)OCC (ethyl acetate), CS(=O)C (DMSO). Yields the product C(C)(C)(C)O[C@H](C)[C@@H]1N(C(OC1)=O)C1=NC(=NC=C1)N[C@@H](C)C1=CC=CC=C1 ((R)-4-((R)-1-(tert-butoxy)ethyl)-3-(2-(((S)-1-phenylethyl)amino)pyrimidin-4-yl)oxazolidin-2-one). The yield is 93.0%. RXN SMILES: [C:1]([O:5][C@@H:6]([C@H:8]1[CH2:12][O:11][C:10](=[O:13])[N:9]1[C:14]1[CH:19]=[CH:18][N:17]=[C:16](F)[N:15]=1)[CH3:7])([CH3:4])([CH3:3])[CH3:2].[C:21]1([C@@H:27]([NH2:29])[CH3:28])[CH:26]=[CH:25][CH:24]=[CH:23][CH:22]=1.CCN(C(C)C)C(C)C.O>CS(C)=O.CCCCCCC.C(OCC)(=O)C>[C:1]([O:5][C@@H:6]([C@H:8]1[CH2:12][O:11][C:10](=[O:13])[N:9]1[C:14]1[CH:19]=[CH:18][N:17]=[C:16]([NH:29][C@H:27]([C:21]2[CH:26]=[CH:25][CH:24]=[CH:23][CH:22]=2)[CH3:28])[N:15]=1)[CH3:7])([CH3:4])([CH3:3])[CH3:2]. Procedure details: A solution of (R)-4-((R)-1-(tert-butoxy)ethyl)-3-(2-fluoropyrimidin-4-yl)oxazolidin-2-one (112 mg, 0.40 mmol), (S)-1-phenylethanamine (58 mg, 0.48 mmol, 1.2 equiv), and DIPEA (153 mg, 1.2 mmol, 3.0 equiv) in DMSO (4.0 mL) was heated at 100° C. for 90 min. The reaction mixture was poured into 5 ml of water, extracted with EA (2×10 ml), the solvent was removed to yield the crude product. Silica gel column chromatography (ethyl acetate in heptane 10 to 50%) provided the pure product (142 mg, white ...